From a dataset of the Open Reaction Database (ORD), a public repository of structured organic reaction records. describe an organic reaction: reactants, conditions, products, and yield The reactants are CC(=O)Nc1nc(-c2ccc(S(=O)(=O)Cl)cc2)cs1, COC(=O)C(Cc1ccc(-c2ccc(C#N)cc2)cc1)NC(=O)C1Cc2cc3c(cc2CN1)OC(c1ccc(OCc2ccc(Cl)c(Cl)c2)cc1)CO3. The product is COC(=O)C(Cc1ccc(-c2ccc(C#N)cc2)cc1)NC(=O)C1Cc2cc3c(cc2CN1S(=O)(=O)c1ccc(-c2csc(NC(C)=O)n2)cc1)OC(c1ccc(OCc2ccc(Cl)c(Cl)c2)cc1)CO3. As a reaction SMILES: [C:54]([CH3:55])(=[O:56])[NH:57][c:58]1[s:59][cH:60][c:61](-[c:63]2[cH:64][cH:65][c:66]([S:69](=[O:70])(=[O:71])[Cl:72])[cH:67][cH:68]2)[n:62]1.[CH3:1][O:2][C:3]([CH:4]([CH2:5][c:6]1[cH:7][cH:8][c:9](-[c:12]2[cH:13][cH:14][c:15]([C:18]#[N:19])[cH:16][cH:17]2)[cH:10][cH:11]1)[NH:20][C:21](=[O:22])[CH:23]1[NH:24][CH2:25][c:26]2[cH:27][c:28]3[c:29]([cH:30][c:31]2[CH2:32]1)[O:33][CH2:34][CH:35]([c:37]1[cH:38][cH:39][c:40]([O:43][CH2:44][c:45]2[cH:46][c:47]([Cl:52])[c:48]([Cl:51])[cH:49][cH:50]2)[cH:41][cH:42]1)[O:36]3)=[O:53]>>[CH3:1][O:2][C:3]([CH:4]([CH2:5][c:6]1[cH:7][cH:8][c:9](-[c:12]2[cH:13][cH:14][c:15]([C:18]#[N:19])[cH:16][cH:17]2)[cH:10][cH:11]1)[NH:20][C:21](=[O:22])[CH:23]1[N:24]([S:69]([c:66]2[cH:65][cH:64][c:63](-[c:61]3[cH:60][s:59][c:58]([NH:57][C:54]([CH3:55])=[O:56])[n:62]3)[cH:68][cH:67]2)(=[O:70])=[O:71])[CH2:25][c:26]2[cH:27][c:28]3[c:29]([cH:30][c:31]2[CH2:32]1)[O:33][CH2:34][CH:35]([c:37]1[cH:38][cH:39][c:40]([O:43][CH2:44][c:45]2[cH:46][c:47]([Cl:52])[c:48]([Cl:51])[cH:49][cH:50]2)[cH:41][cH:42]1)[O:36]3)=[O:53]. Reactants: C, OCCCC#Cc1ccc2c(-c3ccc(Cl)cc3)nsc2c1, O=S(=O)(Cl)Cl. Yields the product CS(=O)(=O)OCCCC#Cc1ccc2c(-c3ccc(Cl)cc3)nsc2c1. RXN SMILES: [CH4:28].[Cl:1][c:2]1[cH:3][cH:4][c:5](-[c:8]2[n:9][s:10][c:11]3[c:12]2[cH:13][cH:14][c:15]([C:17]#[C:18][CH2:19][CH2:20][CH2:21][OH:22])[cH:16]3)[cH:6][cH:7]1.[S:23](=[O:24])(=[O:25])([Cl:26])[Cl:27]>>[Cl:1][c:2]1[cH:3][cH:4][c:5](-[c:8]2[n:9][s:10][c:11]3[c:12]2[cH:13][cH:14][c:15]([C:17]#[C:18][CH2:19][CH2:20][CH2:21][O:22][S:23](=[O:24])(=[O:25])[CH3:28])[cH:16]3)[cH:6][cH:7]1. Starting materials: C1(=CC=CC=C1)CC#N (Phenylacetonitrile), [O-]CC.[Na+] (sodium ethoxide), C(C)OC(=O)C1C(C1C=O)(C)C (3-formyl-2,2-dimethyl-cyclopropanecarboxylic acid ethyl ester). Solvent: C(C)O (ethanol), C(C)O (ethanol). Reaction conditions: time 12 hour. Product: C(#N)C(=C[C@@H]1C([C@H]1C(=O)O)(C)C)C1=CC=CC=C1 (trans-3-(β-cyanostyryl)-2,2-dimethyl-cyclopropanecarboxylic acid). As a reaction SMILES: [C:1]1([CH2:7][C:8]#[N:9])[CH:6]=[CH:5][CH:4]=[CH:3][CH:2]=1.[O-]CC.[Na+].C([O:16][C:17]([CH:19]1[CH:21]([CH:22]=O)[C:20]1([CH3:25])[CH3:24])=[O:18])C>C(O)C>[C:8]([C:7]([C:1]1[CH:6]=[CH:5][CH:4]=[CH:3][CH:2]=1)=[CH:22][C@H:21]1[C@H:19]([C:17]([OH:18])=[O:16])[C:20]1([CH3:25])[CH3:24])#[N:9] |f:1.2|. Reported procedure: Phenylacetonitrile is added to a stirred solution of sodium ethoxide in absolute ethanol (prepared from 1.1 g sodium and 100 ml of ethanol). Next, a solution of 3-formyl-2,2-dimethyl-cyclopropanecarboxylic acid ethyl ester (8.5 g) in absolute ethanol (15 ml) is added over 5 minutes. The reaction mixture is stirred for 12 hours at room temperature and then heated on a steam bath for 0.5 hour. The alcohol is removed in vacuo, and the residue washed with water (250 ml) and ether (150 ml). The aqueo...